This data is from the Open Reaction Database (ORD), a public repository of structured organic reaction records. The task is: describe an organic reaction: reactants, conditions, products, and yield The reactants are O=C(O)C(I)=C(Br)I, CCOCC, C=[N+]=[N-]. Yields the product COC(=O)C(I)=C(Br)I. As a reaction SMILES: [Br:1][C:2](=[C:3]([C:4](=[O:5])[OH:6])[I:7])[I:8].[CH3:12][CH2:13][O:14][CH2:15][CH3:16].[N+:9](=[N-:10])=[CH2:11]>>[Br:1][C:2](=[C:3]([C:4](=[O:5])[O:6][CH3:11])[I:7])[I:8]. Reactants: CC1=CN(C=N1)C2=C(C=C(C=C2)N)OC, CN1CC(OC2=C(C1)C=CC(=N2)Cl)C3CC3. The reagents and catalysts are C(=O)([O-])[O-].[Cs+].[Cs+], C1CCC(CC1)P(C2CCCCC2)C3=CC=CC=C3C4=CC=CC=C4, CC(=O)O.CC(=O)O.[Pd]. Solvent: COCCOC. Run at temperature 100 celsius. Product: CC1=CN(C=N1)C2=C(C=C(C=C2)NC3=NC4=C(CN(CC(O4)C5CC5)C)C=C3)OC. The yield is 0.0%. Procedure: 3-methoxy-4-(4-methyl-1H-imidazol-1-yl)aniline (0.249 g, 1.22 mmol), 8-chloro-2-cyclopropyl-4-methyl-2,3,4,5-tetrahydropyrido[3,2-f][1,4]oxazepine (0.292 g, 1.22 mmol), Palladium acetate (0.027 g, 0.12 mmol), 2-(Dicyclohexylphosphino)biphenyl (0.043 g, 0.12 mmol) and Cesium carbonate (0.399 g, 1.22 mmol) were added in a microwave vial. The mixture was capped and flushed with argon. 1,2-dimethoxyethane (4 mL) was added and the mixture was run in a microwave for 60 minutes at 100°C. No product, on... Reactants: [Cl-] (chloride), [OH-].[Ca+2].[OH-] (hydrated lime), [Mg] (magnesium), [OH-].[Mg+2].[OH-] (magnesium hydroxide), S(=O)=O (sulfur dioxide), S(=O)(=O)([O-])[O-] (sulfate). Yields the product S(=O)([O-])[O-].[Mg+2] (magnesium sulfite), S([O-])(O)=O (bisulfite). Reaction SMILES: [OH-].[Ca+2].[OH-].[Mg:4].[Cl-].[S:6]([O-])([O-:9])(=[O:8])=[O:7].[OH-].[Mg+2].[OH-].S(=O)=O>>[S:6]([O-:9])([O-:8])=[O:7].[Mg+2:4].[S:6](=[O:7])([OH:9])[O-:8] |f:0.1.2,6.7.8,10.11|. Procedure details: The present invention provides for substantially complete removal of sulfur dioxide (SO2) from SO2 -containing effluent gases, particularly from SO2 -containing flue gas streams of fossil fuel power plants. An absorbent is formed by combining seawater and hydrated lime usually at a pH in the range from 8.0 to 10.0, producing magnesium hydroxide by the reaction of the hydrated lime with soluble magnesium which is naturally present in the seawater as chloride and sulfate. The absorbent is then add... Starting materials: C(C)N(CCCNC1=NNC2=C(C=C(C=C12)N)N)CC (3-(3-diethylaminopropylamino)-5,7-diaminoindazole), Cl (hydrogen chloride), C(C)OCC (diethyl ether). Solvent: C(C)O (ethyl alcohol). Product: Cl.Cl.Cl.C(C)N(CCCNC1=NNC2=C(C=C(C=C12)N)N)CC (3-(3-diethylaminopropylamino)-5,7-diaminoindazole trihydrochloride). RXN SMILES: [CH2:1]([N:3]([CH2:19][CH3:20])[CH2:4][CH2:5][CH2:6][NH:7][C:8]1[C:16]2[C:11](=[C:12]([NH2:18])[CH:13]=[C:14]([NH2:17])[CH:15]=2)[NH:10][N:9]=1)[CH3:2].[ClH:21].C(OCC)C>C(O)C>[ClH:21].[ClH:21].[ClH:21].[CH2:19]([N:3]([CH2:1][CH3:2])[CH2:4][CH2:5][CH2:6][NH:7][C:8]1[C:16]2[C:11](=[C:12]([NH2:18])[CH:13]=[C:14]([NH2:17])[CH:15]=2)[NH:10][N:9]=1)[CH3:20] |f:4.5.6.7|. Procedure: In 20 ml of absolute ethyl alcohol was dissolved 2.0 g of the 3-(3-diethylaminopropylamino)-5,7-diaminoindazole, and into the solution was introduced dried hydrogen chloride gas under cooling with ice. Then to the solution was added anhydrous diethyl ether to separate crystals. The crystals were obtained by filtration and dried to give 3-(3-diethylaminopropylamino)-5,7-diaminoindazole trihydrochloride having the following analytical value. The reactants are C([O-])([O-])=O.[Na+].[Na+] (sodium carbonate), ClC=1C=C2C(=CNC2=CC1)CCNC(C1=CC(=CC=C1)I)=O (N-(2-(5-chloro-1H-indol-3-yl)ethyl)-3-iodobenzamide), COC1=CC=C(C=C1)B(O)O (4-methoxyphenylboronic acid). Reagents/catalysts: C=1C=CC(=CC1)[P](C=2C=CC=CC2)(C=3C=CC=CC3)[Pd]([P](C=4C=CC=CC4)(C=5C=CC=CC5)C=6C=CC=CC6)([P](C=7C=CC=CC7)(C=8C=CC=CC8)C=9C=CC=CC9)[P](C=1C=CC=CC1)(C=1C=CC=CC1)C=1C=CC=CC1 (tetrakis(triphenylphosphine)palladium). Solvent: C(OC)COC (dimethoxyethane), O (water). Yields the product eluent, ClC=1C=C2C(=CNC2=CC1)CCNC(=O)C=1C=C(C=CC1)C1=CC=C(C=C1)OC (N-(2-(5-chloro-1H-indol-3-yl)ethyl)-4′-methoxybiphenyl-3-carboxamide). The yield is 80.0%. RXN SMILES: [Cl:1][C:2]1[CH:3]=[C:4]2[C:8](=[CH:9][CH:10]=1)[NH:7][CH:6]=[C:5]2[CH2:11][CH2:12][NH:13][C:14](=[O:22])[C:15]1[CH:20]=[CH:19][CH:18]=[C:17](I)[CH:16]=1.[CH3:23][O:24][C:25]1[CH:30]=[CH:29][C:28](B(O)O)=[CH:27][CH:26]=1.C(=O)([O-])[O-].[Na+].[Na+]>C(COC)OC.O.C1C=CC([P]([Pd]([P](C2C=CC=CC=2)(C2C=CC=CC=2)C2C=CC=CC=2)([P](C2C=CC=CC=2)(C2C=CC=CC=2)C2C=CC=CC=2)[P](C2C=CC=CC=2)(C2C=CC=CC=2)C2C=CC=CC=2)(C2C=CC=CC=2)C2C=CC=CC=2)=CC=1>[Cl:1][C:2]1[CH:3]=[C:4]2[C:8](=[CH:9][CH:10]=1)[NH:7][CH:6]=[C:5]2[CH2:11][CH2:12][NH:13][C:14]([C:15]1[CH:16]=[C:17]([C:28]2[CH:29]=[CH:30][C:25]([O:24][CH3:23])=[CH:26][CH:27]=2)[CH:18]=[CH:19][CH:20]=1)=[O:22] |f:2.3.4,^1:50,52,71,90|. Procedure: N-(2-(5-chloro-1H-indol-3-yl)ethyl)-4′-methoxybiphenyl-3-carboxamide was prepared according to method B with N-(2-(5-chloro-1H-indol-3-yl)ethyl)-3-iodobenzamide (0.075 g; 0.176 mmol), 4-methoxyphenylboronic acid (0.028 g; 0.180 mmol), tetrakis(triphenylphosphine)palladium (0.010 g; 0.009 mmol), sodium carbonate (0.037 g; 0.353 mmol), in dimethoxyethane (3 mL) and water (1 mL), irradiated in a microwave oven at 130° C. for 15 minutes. Flash chromatography on silica gel (eluent 2 to 20% ethyl acet... Starting materials: C(C)(=O)OCC(COC(C)=O)NC(=O)C1=C(C(=C(C(=C1I)N1C(COCC1=O)CI)I)C(=O)NC(COC(C)=O)COC(C)=O)I (N,N'-Bis[2-(acetyloxy)-1-[(acetyloxy)methyl]ethyl]-2,4,6-triiodo-5-[3-(iodomethyl)-5-oxo-4-morpholinyl]-1,3-benzenedicarboxamide). Reagents/catalysts: C(C)(=O)[O-].[Ag+] (silver acetate). Run in C(C)(=O)O (acetic acid). Product: C(C)(=O)OCC(COC(C)=O)NC(=O)C1=C(C(=C(C(=C1I)N1C(COCC1=O)COC(C)=O)I)C(=O)NC(COC(C)=O)COC(C)=O)I (N,N'-Bis[2-(acetyloxy)-1-[(acetyloxy)methyl]ethyl]-5-[3-[(acetyloxy)methyl]-5-oxo-4-morpholinyl]-2,4,6-triiodo-1,3-benzenedicarboxamide), solid. The yield is 82.0%. Reaction SMILES: [C:1]([O:4][CH2:5][CH:6]([NH:12][C:13]([C:15]1[C:20]([I:21])=[C:19]([N:22]2[C:27](=[O:28])[CH2:26][O:25][CH2:24][CH:23]2[CH2:29]I)[C:18]([I:31])=[C:17]([C:32]([NH:34][CH:35]([CH2:41][O:42][C:43](=[O:45])[CH3:44])[CH2:36][O:37][C:38](=[O:40])[CH3:39])=[O:33])[C:16]=1[I:46])=[O:14])[CH2:7][O:8][C:9](=[O:11])[CH3:10])(=[O:3])[CH3:2]>C(O)(=O)C.C([O-])(=O)C.[Ag+]>[C:9]([O:8][CH2:7][CH:6]([NH:12][C:13]([C:15]1[C:20]([I:21])=[C:19]([N:22]2[C:27](=[O:28])[CH2:26][O:25][CH2:24][CH:23]2[CH2:29][O:4][C:1](=[O:3])[CH3:2])[C:18]([I:31])=[C:17]([C:32]([NH:34][CH:35]([CH2:36][O:37][C:38](=[O:40])[CH3:39])[CH2:41][O:42][C:43](=[O:45])[CH3:44])=[O:33])[C:16]=1[I:46])=[O:14])[CH2:5][O:4][C:1](=[O:3])[CH3:2])(=[O:11])[CH3:10] |f:2.3|. Procedure: To a solution of N,N'-Bis[2-(acetyloxy)-1-[(acetyloxy)methyl]ethyl]-2,4,6-triiodo-5-[3-(iodomethyl)-5-oxo-4-morpholinyl]-1,3-benzenedicarboxamide of example 7b (2.01 g, 1.83 mmol) in glacial acetic acid (35 ml), was added silver acetate (0.67 g, 4 mmol) and the mixture refluxed for 14 hours. The solvent was removed in vacuo at 40°, and the residue extracted with ethyl acetate (200 ml). The organic extract, after washing with saturated aqueous sodium bicarbonate (3×25 ml) and water (3×25 ml), was...